Task: describe an organic reaction: reactants, conditions, products, and yield. Dataset: the Open Reaction Database (ORD), a public repository of structured organic reaction records The reactants are C(C)C(C(=O)[O-])(CC(=O)[O-])C(CCCCC)=O (Ethyl-hexanoylsuccinate), [OH-].[Na+] (NaOH), CCOCC (ether). Solvent: O (water). Yields the product O=C(CCC(=O)O)CCCCC (4-Oxononanoic acid). Reaction SMILES: C([C:3]([C:11](=[O:17])[CH2:12][CH2:13][CH2:14][CH2:15][CH3:16])([CH2:7][C:8]([O-:10])=[O:9])C([O-])=O)C.[OH-].[Na+].CCOCC>O>[O:17]=[C:11]([CH2:12][CH2:13][CH2:14][CH2:15][CH3:16])[CH2:3][CH2:7][C:8]([OH:10])=[O:9] |f:1.2|. Procedure: The part (a) ester (1.0 g, 3.7 mmol) was treated with a solution of NaOH (1.5 g, 37.5 mmol) in water (15 ml). The heterogeneous mixture was heated under gentle reflux for 9 hours. After cooling, ether (20 ml) was added. The layers were separated. The aqueous layer was washed with ether (10 ml) and then acidified to pH 2 using concentrated HCl. The product was extracted into ether (3×20 ml). The ether extracts were washed with saturated NaCl solution, dried (MgSO4), and freed of solvent in vacuo ... The reactants are O=C(O)Cc1ccc2c(c1)OCO2, COc1ccc(N)cn1. The reagents and catalysts are CCN=C=NCCCN(C)C.Cl (EDC-HCl), CCOC(=O)C(=NO)C#N (Oxyma). The solvent is CN(C)C=O (DMF), CN(C)C=O (DMF), CN(C)C=O (DMF), CN(C)C=O (DMF), CN(C)C=O (DMF), CN(C)C=O (DMF). Run at temperature 25 celsius, time 2 hour. Yields the product COc1ccc(NC(=O)Cc2ccc3c(c2)OCO3)cn1. The yield is 54.5%. RXN SMILES: COc1ccc(N)cn1.O=C(O)Cc1ccc2c(c1)OCO2.CCN=C=NCCCN(C)C.Cl.CCOC(=O)C(=NO)C#N.CN(C)C=O>>COc1ccc(NC(=O)Cc2ccc3c(c2)OCO3)cn1. Reactants: C(C)NC(=O)C1=CN(C(=C(C1=O)Br)C)C(C)C1=CC=C(C=C1)C#N (5-bromo-1-[1-(4-cyano-phenyl)-ethyl]-6-methyl-4-oxo-1,4-dihydro-pyridine-3-carboxylic acid ethylamide), FC(C=1C=C(C=CC1)B(O)O)(F)F (3-trifluoromethyl-phenylboronic acid), 1,1′-[bis(diphenylphosphino)ferrocene]dichloropalladium(II), C(=O)([O-])[O-].[K+].[K+] (K2CO3). Run in C(C)#N (acetonitrile), CO (methanol). Run at temperature 75 celsius, time 24 hour. The product is C(C)NC(=O)C1=CN(C(=C(C1=O)C1=CC(=CC=C1)C(F)(F)F)C)C(C)C1=CC=C(C=C1)C#N (1-[1-(4-Cyano-phenyl)-ethyl]-6-methyl-4-oxo-5-(3-trifluoromethyl-phenyl)-1,4-dihydro-pyridine-3-carboxylic acid ethylamide). RXN SMILES: [CH2:1]([NH:3][C:4]([C:6]1[C:11](=[O:12])[C:10](Br)=[C:9]([CH3:14])[N:8]([CH:15]([C:17]2[CH:22]=[CH:21][C:20]([C:23]#[N:24])=[CH:19][CH:18]=2)[CH3:16])[CH:7]=1)=[O:5])[CH3:2].[F:25][C:26]([F:37])([F:36])[C:27]1[CH:28]=[C:29](B(O)O)[CH:30]=[CH:31][CH:32]=1.C([O-])([O-])=O.[K+].[K+]>C(#N)C.CO>[CH2:1]([NH:3][C:4]([C:6]1[C:11](=[O:12])[C:10]([C:31]2[CH:30]=[CH:29][CH:28]=[C:27]([C:26]([F:37])([F:36])[F:25])[CH:32]=2)=[C:9]([CH3:14])[N:8]([CH:15]([C:17]2[CH:22]=[CH:21][C:20]([C:23]#[N:24])=[CH:19][CH:18]=2)[CH3:16])[CH:7]=1)=[O:5])[CH3:2] |f:2.3.4|. Procedure: To a solution of 5-bromo-1-[1-(4-cyano-phenyl)-ethyl]-6-methyl-4-oxo-1,4-dihydro-pyridine-3-carboxylic acid ethylamide (preparation 10, 50 mg, 0.129 mmol), 3-trifluoromethyl-phenylboronic acid (29 mg, 0.155 mmol), 1,1′-[bis(diphenylphosphino)ferrocene]dichloropalladium(II) (9 mg, 0.012 mmol) in acetonitrile (1 mL) is added 2 M aqueous K2CO3 solution (0.20 mL, 0.40 mmol). After stirring for 24 h at 75° C., the reaction mixture is diluted with methanol and purified by preparative reversed-phase HP... Starting materials: CN(C=O)C (dimethylformamide), C(C1=CC=CC=C1)N (benzylamine), CC1(OC(C2=CC=CC=C2C1N1C=NC=C1C(=O)O)=O)C (3-(3,3-Dimethyl-1-oxo-isochroman-4-yl)-3H-imidazole-4-carboxylic acid), C(C(=O)Cl)(=O)Cl (Oxalyl chloride). Run in ClCCl (dichloromethane), ClCCl (dichloromethane). Reaction conditions: temperature 0 celsius, time 2 hour. Product: C(C1=CC=CC=C1)NC(=O)C=1N(C=NC1)C1C(OC(C2=CC=CC=C12)=O)(C)C (3-(3,3-dimethyl-1-oxo-isochroman-4-yl)-3H-imidazole-4-carboxylic acid benzylamide). RXN SMILES: [CH3:1][C:2]1([CH3:21])[CH:11]([N:12]2[C:16]([C:17]([OH:19])=O)=[CH:15][N:14]=[CH:13]2)[C:10]2[C:5](=[CH:6][CH:7]=[CH:8][CH:9]=2)[C:4](=[O:20])[O:3]1.CN(C)C=O.C(Cl)(=O)C(Cl)=O.[CH2:33]([NH2:40])[C:34]1[CH:39]=[CH:38][CH:37]=[CH:36][CH:35]=1>ClCCl>[CH2:33]([NH:40][C:17]([C:16]1[N:12]([CH:11]2[C:10]3[C:5](=[CH:6][CH:7]=[CH:8][CH:9]=3)[C:4](=[O:20])[O:3][C:2]2([CH3:21])[CH3:1])[CH:13]=[N:14][CH:15]=1)=[O:19])[C:34]1[CH:39]=[CH:38][CH:37]=[CH:36][CH:35]=1. Procedure: 3-(3,3-Dimethyl-1-oxo-isochroman-4-yl)-3H-imidazole-4-carboxylic acid (0.100 g, 0.349 mmol) (Example 23) is dissolved in dichloromethane (2 mL). Catalytic amount of dimethylformamide (0.002 mL, 0.0262 mmol) is added to the reaction mixture and cooled to 0° C. Oxalyl chloride (0.076 mL, 0.874 mmol) is added and the cooling bath is removed. The mixture is stirred at room temperature for 2 h and then concentrated in vacuo. The residue obtained is redissolved in dichloromethane and benzylamine (0.11... The reactants are S(=O)(Cl)Cl (Thionyl chloride), OCCN(C)CCCCCCCCCCCCCCCCCC (N-(2-hydroxyethyl)-N-methyl-octadecylamine). Solvent: ClCCCl (1,2-dichloroethane), ClCCCl (1,2-dichloroethane). Run at temperature 50 celsius, time 30 minute. The product is [Cl-].ClCC[NH+](C)CCCCCCCCCCCCCCCCCC (N-(2-chloroethyl)-N-methyl-octadecyl ammonium chloride). RXN SMILES: S(Cl)([Cl:3])=O.O[CH2:6][CH2:7][N:8]([CH2:10][CH2:11][CH2:12][CH2:13][CH2:14][CH2:15][CH2:16][CH2:17][CH2:18][CH2:19][CH2:20][CH2:21][CH2:22][CH2:23][CH2:24][CH2:25][CH2:26][CH3:27])[CH3:9]>ClCCCl>[Cl-:3].[Cl:3][CH2:6][CH2:7][NH+:8]([CH2:10][CH2:11][CH2:12][CH2:13][CH2:14][CH2:15][CH2:16][CH2:17][CH2:18][CH2:19][CH2:20][CH2:21][CH2:22][CH2:23][CH2:24][CH2:25][CH2:26][CH3:27])[CH3:9] |f:3.4|. Procedure details: Thionyl chloride (0.45 mL) was dissolved in 1,2-dichloroethane (3.0 mL). The solution of N-(2-hydroxyethyl)-N-methyl-octadecylamine (1.0 g) in 1,2-dichloroethane (7.0 mL) was added thereto at 0° C., followed by stirring at 50° C. for 30 minutes. The reaction solution was concentrated under reduced pressure and azeotrope was carried out with toluene twice to obtain the title compound (1.2 g) having the following physical property values. RXN SMILES: [CH:1]1([C:4]([OH:32])([CH3:31])[CH2:5][NH:6][C:7]([C:9]2[C:14]([C:15]([F:18])([F:17])[F:16])=[N:13][C:12]([O:19][CH2:20][CH:21]3[CH2:23][CH2:22]3)=[C:11](C3C=CC(Cl)=CC=3)[N:10]=2)=[O:8])[CH2:3][CH2:2]1.C1(C(O)(C)CNC(C2C(C(F)(F)F)=NC(Br)=C([C:52]3[CH:57]=[CH:56][CH:55]=[C:54]([Cl:58])[CH:53]=3)N=2)=O)CC1>>[CH:1]1([C:4]([OH:32])([CH3:31])[CH2:5][NH:6][C:7]([C:9]2[C:14]([C:15]([F:18])([F:16])[F:17])=[N:13][C:12]([O:19][CH2:20][CH:21]3[CH2:23][CH2:22]3)=[C:11]([C:52]3[CH:57]=[CH:56][CH:55]=[C:54]([Cl:58])[CH:53]=3)[N:10]=2)=[O:8])[CH2:3][CH2:2]1. Reactants: C1(CC1)C(CNC(=O)C1=NC(=C(N=C1C(F)(F)F)OCC1CC1)C1=CC=C(C=C1)Cl)(C)O (6-(4-chloro-phenyl)-5-cyclopropylmethoxy-3-trifluoromethyl-pyrazine-2-carboxylic acid (2-cyclopropyl-2-hydroxy-propyl)-amide), C1(CC1)C(CNC(=O)C1=NC(=C(N=C1C(F)(F)F)Br)C1=CC(=CC=C1)Cl)(C)O (5-bromo-6-(3-chloro-phenyl)-3-trifluoromethyl-pyrazine-2-carboxylic acid (2-cyclopropyl-2-hydroxy-propyl)-amide). The product is C1(CC1)C(CNC(=O)C1=NC(=C(N=C1C(F)(F)F)OCC1CC1)C1=CC(=CC=C1)Cl)(C)O (6-(3-chloro-phenyl)-5-cyclopropylmethoxy-3-trifluoromethyl-pyrazine-2-carboxylic acid (2-cyclopropyl-2-hydroxy-propyl)-amide). Procedure: In analogy to example 3 (6-(4-chloro-phenyl)-5-cyclopropylmethoxy-3-trifluoromethyl-pyrazine-2-carboxylic acid (2-cyclopropyl-2-hydroxy-propyl)-amide) the title compound was prepared by substituting 5-bromo-6-(4-chloro-phenyl)-3-trifluoromethyl-pyrazine-2-carboxylic acid (2-cyclopropyl-2-hydroxy-propyl)-amide with 5-bromo-6-(3-chloro-phenyl)-3-trifluoromethyl-pyrazine-2-carboxylic acid (2-cyclopropyl-2-hydroxy-propyl)-amide. Reactants: CC(=O)C(Br)C(=O)OC(C)(C)C, CC(=O)[O-], [Na+], CN(C)C=O, O. Yields the product CC(=O)OC(C(C)=O)C(=O)OC(C)(C)C. As a reaction SMILES: [Br:6][CH:7]([C:8](=[O:9])[O:10][C:11]([CH3:12])([CH3:13])[CH3:14])[C:15](=[O:16])[CH3:17].[CH3:2][C:3]([O-:4])=[O:5].[Na+:1].[O:19]=[CH:20][N:21]([CH3:22])[CH3:23].[OH2:18]>>[CH3:2][C:3]([O:4][CH:7]([C:8](=[O:9])[O:10][C:11]([CH3:12])([CH3:13])[CH3:14])[C:15](=[O:16])[CH3:17])=[O:5]. The reactants are ClCCl, CO, [H][H], CCCCCC(=O)CC(=O)OC. The product is CCCCCC(O)CC(=O)OC. As a reaction SMILES: [CH2:17]([Cl:18])[Cl:19].[CH3:13][OH:14].[H:15][H:16].[O:1]=[C:2]([CH2:3][C:4](=[O:5])[O:6][CH3:7])[CH2:8][CH2:9][CH2:10][CH2:11][CH3:12]>>[OH:1][CH:2]([CH2:3][C:4](=[O:5])[O:6][CH3:7])[CH2:8][CH2:9][CH2:10][CH2:11][CH3:12].